From a dataset of the Open Reaction Database (ORD), a public repository of structured organic reaction records. describe an organic reaction: reactants, conditions, products, and yield Reactants: CCN(C(C)C)C(C)C (DIEA), Cl.Cl.N1(CCNCC1)C1=C2C(=NC=C1)NN=C2OCCO (2-(4-(piperazin-1-yl)-1H-pyrazolo[3,4-b]pyridin-3-yloxy)ethanol dihydrochloride), C(C)(C)(C)OC(=O)N(C[C@@H](C(=O)O)C1=CC=C(C=C1)Cl)C(C)C ((S)-3-(tert-butoxycarbonyl(isopropyl)amino)-2-(4-chlorophenyl)propanoic acid), CN(C)C(=[N+](C)C)ON1C2=C(C=CC=C2)N=N1.[B-](F)(F)(F)F (TBTU). The solvent is C(Cl)Cl (DCM). Reaction conditions: time 1 hour. Yields the product ClC1=CC=C(C=C1)[C@@H](CN(C(OC(C)(C)C)=O)C(C)C)C(=O)N1CCN(CC1)C1=C2C(=NC=C1)NN=C2OCCO ((S)-tert-butyl 2-(4-chlorophenyl)-3-(4-(3-(2-hydroxyethoxy)-1H-pyrazolo[3,4-b]pyridin-4-yl)piperazin-1-yl)-3-oxopropyl(isopropyl)carbamate). Reaction SMILES: CCN(C(C)C)C(C)C.Cl.Cl.[N:12]1([C:18]2[CH:23]=[CH:22][N:21]=[C:20]3[NH:24][N:25]=[C:26]([O:27][CH2:28][CH2:29][OH:30])[C:19]=23)[CH2:17][CH2:16][NH:15][CH2:14][CH2:13]1.[C:31]([O:35][C:36]([N:38]([CH:51]([CH3:53])[CH3:52])[CH2:39][C@H:40]([C:44]1[CH:49]=[CH:48][C:47]([Cl:50])=[CH:46][CH:45]=1)[C:41](O)=[O:42])=[O:37])([CH3:34])([CH3:33])[CH3:32].CN(C(ON1N=NC2C=CC=CC1=2)=[N+](C)C)C.[B-](F)(F)(F)F>C(Cl)Cl>[Cl:50][C:47]1[CH:48]=[CH:49][C:44]([C@H:40]([C:41]([N:15]2[CH2:16][CH2:17][N:12]([C:18]3[CH:23]=[CH:22][N:21]=[C:20]4[NH:24][N:25]=[C:26]([O:27][CH2:28][CH2:29][OH:30])[C:19]=34)[CH2:13][CH2:14]2)=[O:42])[CH2:39][N:38]([CH:51]([CH3:52])[CH3:53])[C:36](=[O:37])[O:35][C:31]([CH3:33])([CH3:32])[CH3:34])=[CH:45][CH:46]=1 |f:1.2.3,5.6|. Reported procedure: DIEA (0.0815 mL, 0.468 mmol) was added to 2-(4-(piperazin-1-yl)-1H-pyrazolo[3,4-b]pyridin-3-yloxy)ethanol dihydrochloride (0.0472 g, 0.140 mmol), (S)-3-(tert-butoxycarbonyl(isopropyl)amino)-2-(4-chlorophenyl)propanoic acid (0.234 mL, 0.117 mmol, see Example B) and TBTU (0.0451 g, 0.140 mmol) in DCM (1 mL) and stirred at room temperature for 1 hour. The reaction was concentrated to dryness. The resulting residue was dissolved in THF/MeOH (2 mL, 1:1). A LiOH solution (1 mL, 2M) was added and stirr... Reactants: O (water), ClC=1C(=NC=2N(C1Cl)N=CC2)C (6,7-dichloro-5-methylpyrazolo[1,5-a]pyrimidine), C1COCCOCCOCCOCCOCCO1 (18-crown-6), [F-].[K+] (KF). The solvent is CC#N (MeCN). Reaction conditions: time 17 hour. Yields the product ClC=1C(=NC=2N(C1F)N=CC2)C (6-chloro-7-fluoro-5-methylpyrazolo[1,5-a]pyrimidine). Reaction SMILES: [Cl:1][C:2]1[C:3]([CH3:12])=[N:4][C:5]2[N:6]([N:9]=[CH:10][CH:11]=2)[C:7]=1Cl.C1OCCOCCOCCOCCOCCOC1.[F-:31].[K+].O>CC#N>[Cl:1][C:2]1[C:3]([CH3:12])=[N:4][C:5]2[N:6]([N:9]=[CH:10][CH:11]=2)[C:7]=1[F:31] |f:2.3|. Procedure: A mixture of 6,7-dichloro-5-methylpyrazolo[1,5-a]pyrimidine (1.00 equivalent), 18-crown-6 (5 mol %), and KF (3.00 equivalents) in MeCN is heated under reflux with stirring. After 17 hours, the reaction mixture is poured into water, extracted with EtOAc, dried (MgSO4), and concentrated. The product is purified by flash chromatography as necessary. The reactants are [Li+].C[Si](C)(C)[N-][Si](C)(C)C (LHMDS), COC(=O)C1CN(C(C1)=O)C1=C(C=CC=C1C)C (1-(2,6-dimethylphenyl)-5-oxo-pyrrolidine-3-carboxylic acid methyl ester), [NH4+].[Cl-] (NH4Cl), IC1CCCC1 (iodocyclopentane). Solvent: C1CCOC1 (THF). Reaction conditions: temperature -50 celsius, time 5 minute. Product: COC(=O)C1(CN(C(C1)=O)C1=C(C=CC=C1C)C)C1CCCC1 (3-cyclopentyl-1-(2,6-dimethylphenyl)-5-oxo-pyrrolidine-3-carboxylic acid methyl ester). Isolated yield 19.0%. RXN SMILES: [Li+].C[Si]([N-][Si](C)(C)C)(C)C.[CH3:11][O:12][C:13]([CH:15]1[CH2:19][C:18](=[O:20])[N:17]([C:21]2[C:26]([CH3:27])=[CH:25][CH:24]=[CH:23][C:22]=2[CH3:28])[CH2:16]1)=[O:14].I[CH:30]1[CH2:34][CH2:33][CH2:32][CH2:31]1.[NH4+].[Cl-]>C1COCC1>[CH3:11][O:12][C:13]([C:15]1([CH:30]2[CH2:34][CH2:33][CH2:32][CH2:31]2)[CH2:19][C:18](=[O:20])[N:17]([C:21]2[C:26]([CH3:27])=[CH:25][CH:24]=[CH:23][C:22]=2[CH3:28])[CH2:16]1)=[O:14] |f:0.1,4.5|. Procedure details: LHMDS (1 M solution in THF, 2.4 mL, 2.4 mmol) was added slowly to a cooled (−50° C.) solution of 1-(2,6-dimethylphenyl)-5-oxo-pyrrolidine-3-carboxylic acid methyl ester (494 mg, 2 mmol) in THF (5 mL). Stirred at −50° C. for 5 min then warmed to 0° C. and stirred further for 5 min. After cooling back to −50° C., iodocyclopentane (462.5 μL, 4 mmol) was added and the resulting reaction mixture was warmed to room temperature and stirred for 2 h. Saturated aqueous NH4Cl solution (10 mL) was added, an... Reactants: C(\C=C\CCCCCCCC)=O (trans-2-undecenal), CCCCCC.C(C)(=O)OCC (n-hexane ethyl acetate), C(=O)(OC)C=P(C1=CC=CC=C1)(C1=CC=CC=C1)C1=CC=CC=C1 ((carbomethoxymethylene)-triphenylphosphorane). Run in C(Cl)Cl (methylene chloride). Conditions: time 2 hour. The product is methyl ester, C(\C=C\C=C\CCCCCCCC)(=O)O (trans,trans-2,4-tridecadienoic acid). Reaction SMILES: [CH:1](=O)/[CH:2]=[CH:3]/[CH2:4][CH2:5][CH2:6][CH2:7][CH2:8][CH2:9][CH2:10][CH3:11].C(C=P(C1C=CC=CC=1)(C1C=CC=CC=1)C1C=CC=CC=1)(OC)=O.CCCCCC.[C:43]([O:46]CC)(=[O:45])[CH3:44]>C(Cl)Cl>[C:43]([OH:46])(=[O:45])/[CH:44]=[CH:1]/[CH:2]=[CH:3]/[CH2:4][CH2:5][CH2:6][CH2:7][CH2:8][CH2:9][CH2:10][CH3:11] |f:2.3|. Procedure details: To trans-2-undecenal (5.0 g) dissolved in methylene chloride (80 ml) was added (carbomethoxymethylene)-triphenylphosphorane (9.9 g), and the mixture was stirred for 2 hours. The reaction mixture was subjected to chromatography on a silica gel column with eluent systems of n-hexane-ethyl acetate (from 100:1 to 20:1) to give the methyl ester of trans,trans-2,4-tridecadienoic acid (5.2 g). Potassium hydroxide (6.5 g) was dissolved in a mixed solvent of ethanol-water (1:1) (100 ml). The methyl ester...